Dataset: the Open Reaction Database (ORD), a public repository of structured organic reaction records. Task: describe an organic reaction: reactants, conditions, products, and yield The reactants are O=C1OCC2=C1C=CC(=C2)CCN2C(CNCC2)=O (1-[2-(1-Oxo-1,3-dihydro-2-benzofuran-5-yl)ethyl]piperazin-2-one), O=C1CC=2C=CC(=CC2CC1)C#N (6-Oxo-5,6,7,8-tetrahydronaphthalene-2-carbonitrile). Reaction SMILES: [O:1]=[C:2]1[C:6]2[CH:7]=[CH:8][C:9]([CH2:11][CH2:12][N:13]3[CH2:18][CH2:17][NH:16][CH2:15][C:14]3=[O:19])=[CH:10][C:5]=2[CH2:4][O:3]1.O=[C:21]1[CH2:30][CH2:29][C:28]2[CH:27]=[C:26]([C:31]#[N:32])[CH:25]=[CH:24][C:23]=2[CH2:22]1>>[O:19]=[C:14]1[N:13]([CH2:12][CH2:11][C:9]2[CH:8]=[CH:7][C:6]3[C:2](=[O:1])[O:3][CH2:4][C:5]=3[CH:10]=2)[CH2:18][CH2:17][N:16]([CH:21]2[CH2:30][CH2:29][C:28]3[CH:27]=[C:26]([C:31]#[N:32])[CH:25]=[CH:24][C:23]=3[CH2:22]2)[CH2:15]1. Yields the product O=C1CN(CCN1CCC1=CC2=C(C(OC2)=O)C=C1)C1CC=2C=CC(=CC2CC1)C#N (6-{3-Oxo-4-[2-(1-oxo-1,3-dihydro-2-benzofuran-5-yl)ethyl]piperazin-1-yl}-5,6,7,8-tetrahydronaphthalene-2-carbonitrile). Reported procedure: The title compound was prepared from 1-[2-(1-Oxo-1,3-dihydro-2-benzofuran-5-yl)ethyl]piperazin-2-one and 6-Oxo-5,6,7,8-tetrahydronaphthalene-2-carbonitrile following essentially the same procedure as Example 6. The product was purified by mass-directed reverse phase HPLC (AcCN-Water with 0.1% TFA). LC-MS (IE, m/z): 416 [M+1]+.